This data is from the Open Reaction Database (ORD), a public repository of structured organic reaction records. The task is: describe an organic reaction: reactants, conditions, products, and yield Starting materials: C(C(=O)O)(=O)O (oxalic acid), C(C)OC(CCCC#CCC#CCC#CCC#CCSC1=CC=C(C=C1)C)=O (16-(p-methylthiophenoxy)hexadeca-5,8,11,14-tetraynoic acid ethyl ester), buffer solution, O1C(CCCC1)OC1OCCCC1 (monotetrahydropyranyl ether). Solvent: C(C)(=O)OCC (ethyl acetate). Run at time 18 hour. The product is CC1=CC=C(SCC#CCC#CCC#CCC#CCCCC(=O)O)C=C1 (16-(p-methylthiophenoxy)hexadeca-5,8,11,14-tetraynoic acid). RXN SMILES: C([O:3][C:4](=[O:28])[CH2:5][CH2:6][CH2:7][C:8]#[C:9][CH2:10][C:11]#[C:12][CH2:13][C:14]#[C:15][CH2:16][C:17]#[C:18][CH2:19][S:20][C:21]1[CH:26]=[CH:25][C:24]([CH3:27])=[CH:23][CH:22]=1)C.O1CCCCC1OC1CCCCO1.C(O)(=O)C(O)=O>C(OCC)(=O)C>[CH3:27][C:24]1[CH:25]=[CH:26][C:21]([S:20][CH2:19][C:18]#[C:17][CH2:16][C:15]#[C:14][CH2:13][C:12]#[C:11][CH2:10][C:9]#[C:8][CH2:7][CH2:6][CH2:5][C:4]([OH:28])=[O:3])=[CH:22][CH:23]=1. Procedure details: 1.7 g of 16-(p-methylthiophenoxy)hexadeca-5,8,11,14-tetraynoic acid ethyl ester was mixed with 168 ml of the pH 6.7 buffer solution prepared in accordance with Example 1. The mixture was vigorously stirred and 16.24g of Sigma Lipase, Type VII, from Candida cylindracea were added, stirring was continued for 18 hours at room temperature; the reaction mixture was then transferred to a separatory funnel with 200 ml ethyl acetate and acidified with saturated solution of oxalic acid. The organic layer... Reactants: BrC=1C(=CC2=C(NC(C3=C(N2C(CN(CC)CC)=O)N=CC=C3)=O)C1)Br (8,9-dibromo-6,11-dihydro-11-[(diethylamino)acetyl]-5H-pyrido[2,3-b][1,5]-benzodiazepin-5-one), P12(=S)SP3(=S)SP(=S)(S1)SP(=S)(S2)S3 (phosphorus pentasulfide). The solvent is N1=CC=CC=C1 (pyridine). Yields the product BrC=1C(=CC2=C(NC(C3=C(N2C(CN(CC)CC)=O)N=CC=C3)=S)C1)Br (8,9-dibromo-6,11-dihydro-11-[(diethylamino)acetyl]-5H-pyrido[2,3-b][1,5]benzodiazepin-5-thione). Reaction SMILES: [Br:1][C:2]1[C:3]([Br:26])=[CH:4][C:5]2[N:11]([C:12](=[O:19])[CH2:13][N:14]([CH2:17][CH3:18])[CH2:15][CH3:16])[C:10]3[N:20]=[CH:21][CH:22]=[CH:23][C:9]=3[C:8](=O)[NH:7][C:6]=2[CH:25]=1.P12(SP3(SP(SP(S3)(S1)=S)(=S)S2)=S)=[S:28]>N1C=CC=CC=1>[Br:1][C:2]1[C:3]([Br:26])=[CH:4][C:5]2[N:11]([C:12](=[O:19])[CH2:13][N:14]([CH2:17][CH3:18])[CH2:15][CH3:16])[C:10]3[N:20]=[CH:21][CH:22]=[CH:23][C:9]=3[C:8](=[S:28])[NH:7][C:6]=2[CH:25]=1. Procedure: In the manner given in Example 1, 8,9-dibromo-6,11-dihydro-11-[(diethylamino)acetyl]-5H-pyrido[2,3-b][1,5]-benzodiazepin-5-one is reacted with phosphorus pentasulfide in pyridine to give 8,9-dibromo-6,11-dihydro-11-[(diethylamino)acetyl]-5H-pyrido[2,3-b][1,5]benzodiazepin-5-thione. Starting materials: OC(=O)C(F)(F)F.OC(C[C@@]1(CCN(C(O1)=O)[C@@H]1CNCCC1)C1=CC=CC=C1)(C)C ((S)-6-(2-hydroxy-2-methylpropyl)-6-phenyl-3-((S)-piperidin-3-yl)-1,3-oxazinan-2-one TFA salt), COC1=CC=C(C=N1)B(O)O (6-methoxypyridin-3-ylboronic acid), [F-].[K+] (potassium fluoride), O=O (oxygen), O=O (oxygen). Reagents/catalysts: CC(=O)[O-].CC(=O)[O-].[Cu+2] (Cu(OAc)2). Run in C(C)#N (acetonitrile), C(C)#N (acetonitrile). Conditions: temperature 85 celsius, time 10 minute. Yields the product OC(C[C@@]1(CCN(C(O1)=O)[C@@H]1CN(CCC1)C=1C=NC(=CC1)OC)C1=CC=CC=C1)(C)C ((S)-6-(2-hydroxy-2-methylpropyl)-3-((S)-1-(6-methoxypyridin-3-yl)piperidin-3-yl)-6-phenyl-1,3-oxazinan-2-one). Yield: 56.9%. As a reaction SMILES: [CH3:1][O:2][C:3]1[N:8]=[CH:7][C:6](B(O)O)=[CH:5][CH:4]=1.[F-].[K+].OC(C(F)(F)F)=O.[OH:21][C:22]([CH3:44])([CH3:43])[CH2:23][C@@:24]1([C:37]2[CH:42]=[CH:41][CH:40]=[CH:39][CH:38]=2)[O:29][C:28](=[O:30])[N:27]([C@H:31]2[CH2:36][CH2:35][CH2:34][NH:33][CH2:32]2)[CH2:26][CH2:25]1.O=O>C(#N)C.CC([O-])=O.CC([O-])=O.[Cu+2]>[OH:21][C:22]([CH3:44])([CH3:43])[CH2:23][C@@:24]1([C:37]2[CH:38]=[CH:39][CH:40]=[CH:41][CH:42]=2)[O:29][C:28](=[O:30])[N:27]([C@H:31]2[CH2:36][CH2:35][CH2:34][N:33]([C:6]3[CH:7]=[N:8][C:3]([O:2][CH3:1])=[CH:4][CH:5]=3)[CH2:32]2)[CH2:26][CH2:25]1 |f:1.2,3.4,7.8.9|. Procedure details: A suspension of 6-methoxypyridin-3-ylboronic acid (4 mg, 1.5equiv), Cu(OAc)2 (1 mg, cat. amount), potassium fluoride (1.1 mg, 1.05 equiv), and powdered activated 4 Å Molecular Sieves (15 mg) in acetonitrile (1.5 mL) was stirred in a test tube at ambient conditions for 10 min. A solution of (S)-6-(2-hydroxy-2-methylpropyl)-6-phenyl-3-((S)-piperidin-3-yl)-1,3-oxazinan-2-one TFA salt (6 mg, 0.018 mmol) in acetonitrile (1 mL) was added. The test tube was sealed with a septum and a balloon of oxygen ... Reaction SMILES: [CH3:114][CH2:115][OH:116].[CH3:1][C:2]1([CH3:18])[c:3]2[cH:4][cH:5][cH:6][cH:7][c:8]2-[c:9]2[cH:10][cH:11][c:12]([B:15]([OH:16])[OH:17])[cH:13][c:14]21.[CH3:30][c:31]1[cH:32][cH:33][cH:34][cH:35][cH:36]1.[Cl:19][c:20]1[n:21][cH:22][cH:23][c:24]2[cH:25][cH:26][cH:27][cH:28][c:29]12.[cH:37]1[cH:38][cH:39][c:40]([P:41]([Pd:42]([P:43]([c:44]2[cH:45][cH:46][cH:47][cH:48][cH:49]2)([c:50]2[cH:51][cH:52][cH:53][cH:54][cH:55]2)[c:56]2[cH:57][cH:58][cH:59][cH:60][cH:61]2)([P:62]([c:63]2[cH:64][cH:65][cH:66][cH:67][cH:68]2)([c:69]2[cH:70][cH:71][cH:72][cH:73][cH:74]2)[c:75]2[cH:76][cH:77][cH:78][cH:79][cH:80]2)[P:81]([c:82]2[cH:83][cH:84][cH:85][cH:86][cH:87]2)([c:88]2[cH:89][cH:90][cH:91][cH:92][cH:93]2)[c:94]2[cH:95][cH:96][cH:97][cH:98][cH:99]2)([c:100]2[cH:101][cH:102][cH:103][cH:104][cH:105]2)[c:106]2[cH:107][cH:108][cH:109][cH:110][cH:111]2)[cH:112][cH:113]1>>[CH3:1][C:2]1([CH3:18])[c:3]2[cH:4][cH:5][cH:6][cH:7][c:8]2-[c:9]2[cH:10][cH:11][c:12](-[c:20]3[n:21][cH:22][cH:23][c:24]4[cH:25][cH:26][cH:27][cH:28][c:29]34)[cH:13][c:14]21. The reactants are CCO, CC1(C)c2ccccc2-c2ccc(B(O)O)cc21, Cc1ccccc1, Clc1nccc2ccccc12, c1ccc(P(c2ccccc2)(c2ccccc2)[Pd](P(c2ccccc2)(c2ccccc2)c2ccccc2)(P(c2ccccc2)(c2ccccc2)c2ccccc2)P(c2ccccc2)(c2ccccc2)c2ccccc2)cc1. Product: CC1(C)c2ccccc2-c2ccc(-c3nccc4ccccc34)cc21. Reactants: Cl (HCl), O1CCOCC1 (1,4-dioxane), OC(=O)C(F)(F)F.COC1=CC=C(OCC(=O)N2C(CN(CC2)C(=O)OC(C)(C)C)COC=2C=NC=CC2)C=C1 (tert-butyl 4-(2-(4-methoxyphenoxy)acetyl)-3-((pyridin-3-yloxy)methyl)piperazine-1-carboxylate TFA salt). Reaction conditions: time 12 hour. Yields the product COC1=CC=C(OCC(=O)N2C(CNCC2)COC=2C=NC=CC2)C=C1 (2-(4-Methoxyphenoxy)-1-(2-((pyridin-3-yloxy)methyl)piperazin-1-yl)ethanone). The yield is 19.0%. Reaction SMILES: Cl.O1CCOCC1.OC(C(F)(F)F)=O.[CH3:15][O:16][C:17]1[CH:47]=[CH:46][C:20]([O:21][CH2:22][C:23]([N:25]2[CH2:30][CH2:29][N:28](C(OC(C)(C)C)=O)[CH2:27][CH:26]2[CH2:38][O:39][C:40]2[CH:41]=[N:42][CH:43]=[CH:44][CH:45]=2)=[O:24])=[CH:19][CH:18]=1>>[CH3:15][O:16][C:17]1[CH:18]=[CH:19][C:20]([O:21][CH2:22][C:23]([N:25]2[CH2:30][CH2:29][NH:28][CH2:27][CH:26]2[CH2:38][O:39][C:40]2[CH:41]=[N:42][CH:43]=[CH:44][CH:45]=2)=[O:24])=[CH:46][CH:47]=1 |f:2.3|. Procedure details: 4 M HCl in 1,4-dioxane (6 mL, 24 mmol) was added to tert-butyl 4-(2-(4-methoxyphenoxy)acetyl)-3-((pyridin-3-yloxy)methyl)piperazine-1-carboxylate TFA salt (182 mg, ≦0.305 mmol). After 12 h, the reaction mixture was concentrated under reduced pressure and purified by HPLC (5 to 50% MeCN/0.1% TFA in H2O/0.1% TFA gradient). The desired chromatography fractions were brought to pH ˜12 with 1 N NaOH and were extracted with EtOAc (3×10 mL). The combined organics were dried over Na2SO4, filtered, and co... The reactants are CNC(=O)N(C)N, CC(=O)c1ccc2ncc(Cc3cc4cccnc4cc3F)n2n1. Product: CNC(=O)N(C)N=C(C)c1ccc2ncc(Cc3cc4cccnc4cc3F)n2n1. RXN SMILES: [CH3:1][NH:2][C:3](=[O:4])[N:5]([NH2:6])[CH3:7].[F:8][c:9]1[c:10]([CH2:19][c:20]2[cH:21][n:22][c:23]3[n:24]2[n:25][c:26]([C:29]([CH3:30])=[O:31])[cH:27][cH:28]3)[cH:11][c:12]2[cH:13][cH:14][cH:15][n:16][c:17]2[cH:18]1>>[CH3:1][NH:2][C:3](=[O:4])[N:5]([N:6]=[C:29]([c:26]1[n:25][n:24]2[c:20]([CH2:19][c:10]3[c:9]([F:8])[cH:18][c:17]4[c:12]([cH:11]3)[cH:13][cH:14][cH:15][n:16]4)[cH:21][n:22][c:23]2[cH:28][cH:27]1)[CH3:30])[CH3:7].